Dataset: the Open Reaction Database (ORD), a public repository of structured organic reaction records. Task: describe an organic reaction: reactants, conditions, products, and yield Reactants: Cc1nc(-c2ccc(C(F)(F)F)cc2)sc1CCOc1ccc2c(C)cn(CC(=O)OC(C)(C)C)c2c1, [Li+], [OH-]. Product: Cc1nc(-c2ccc(C(F)(F)F)cc2)sc1CCOc1ccc2c(C)cn(CC(=O)O)c2c1. As a reaction SMILES: [C:1]([CH3:2])([CH3:3])([CH3:4])[O:5][C:6]([CH2:7][n:8]1[cH:9][c:10]([CH3:36])[c:11]2[cH:12][cH:13][c:14]([O:17][CH2:18][CH2:19][c:20]3[c:21]([CH3:35])[n:22][c:23](-[c:25]4[cH:26][cH:27][c:28]([C:31]([F:32])([F:33])[F:34])[cH:29][cH:30]4)[s:24]3)[cH:15][c:16]12)=[O:37].[Li+:39].[OH-:38]>>[O:5]=[C:6]([CH2:7][n:8]1[cH:9][c:10]([CH3:36])[c:11]2[cH:12][cH:13][c:14]([O:17][CH2:18][CH2:19][c:20]3[c:21]([CH3:35])[n:22][c:23](-[c:25]4[cH:26][cH:27][c:28]([C:31]([F:32])([F:33])[F:34])[cH:29][cH:30]4)[s:24]3)[cH:15][c:16]12)[OH:37]. Starting materials: C1(=C(C=CC=C1)P(=O)(Cl)Cl)C (o-tolylphosphonic acid dichloride), C1(=CC=CC=C1)P(C1=CC=CC=C1)C1=CC=CC=C1 (triphenylphosphane). Product: ClP(C1=C(C=CC=C1)C)Cl (dichloro-o-tolylphosphane), C1(=C(C=CC=C1)P(=O)(Cl)Cl)C (o-tolylphosphonic acid dichloride). RXN SMILES: [C:1]1([CH3:11])[CH:6]=[CH:5][CH:4]=[CH:3][C:2]=1[P:7]([Cl:10])([Cl:9])=[O:8].C1(P(C2C=CC=CC=2)C2C=CC=CC=2)C=CC=CC=1>>[Cl:9][P:7]([Cl:10])[C:2]1[CH:3]=[CH:4][CH:5]=[CH:6][C:1]=1[CH3:11].[C:1]1([CH3:11])[CH:6]=[CH:5][CH:4]=[CH:3][C:2]=1[P:7]([Cl:9])([Cl:10])=[O:8]. Procedure: 317 g (1.52 moles) of o-tolylphosphonic acid dichloride and 400 g (1.53 moles) of triphenylphosphane were stirred for 17 hours at 180° C. under an atmosphere of nitrogen. The mixture was then cooled and the triphenylphosphane oxide which had crystallized out was filtered off with suction. The filtrate was distilled at 0.093 kPa at a top temperature of approx. 80°-100° C. This gave 220 g, containing 45% of dichloro-o-tolylphosphane and 45% of o-tolylphosphonic acid dichloride (according to 31P-NM... Reactants: ClC=1C=C2C(=[N+](C1)CCCS(=O)(=O)[O-])N=C(C2(C)C)C (3-(5-chloro-2,3,3-trimethyl-3H-pyrrolo[2,3-b]pyridin-7-ium-7-yl)propane-1-sulfonate), CC1=[N+](C2=CC=C(C=C2C1(C)C)S(=O)(=O)[O-])CCCS(=O)(=O)[O-].[Na+] (Sodium 2,3,3-Trimethyl-1-(3-sulfonatopropyl)-3H-indolium-5-sulfonate), [Br-].Br\C(\C=[NH+]\C1=CC=CC=C1)=C/NC1=CC=CC=C1 ((E)-N—((Z)-2-Bromo-3-(phenylamino)allylidene)benzenaminium Bromide), C(C)(=O)OC(C)=O (acetic anhydride). Solvent: C(C)OCC (ethyl ether), N1=CC=CC=C1 (pyridine). Run at temperature 115 celsius. Product: Br\C(=C/C=C\1/N(C2=CC=C(C=C2C1(C)C)S(=O)(=O)[O-])CCCS(=O)(=O)[O-])\C=C\C=1C(C=2C(=[N+](C=C(C2)Cl)CCCS(=O)(=O)[O-])N1)(C)C.[Na+].[Na+] (Sodium (E)-2-((2Z,4E)-3-Bromo-5-(5-chloro-3,3-dimethyl-7-(3-sulfonatopropyl)-3H-pyrrolo[2,3-b]pyridin-7-ium-2-yl)penta-2,4-dienylidene)-3,3-dimethyl-1-(3-sulfonatopropyl)indoline-5-sulfonate). Isolated yield 130.1%. RXN SMILES: [Cl:1][C:2]1[CH:3]=[C:4]2[C:17]([CH3:19])([CH3:18])[C:16]([CH3:20])=[N:15][C:5]2=[N+:6]([CH2:8][CH2:9][CH2:10][S:11]([O-:14])(=[O:13])=[O:12])[CH:7]=1.[CH3:21][C:22]1[C:30]([CH3:32])([CH3:31])[C:29]2[C:24](=[CH:25][CH:26]=[C:27]([S:33]([O-:36])(=[O:35])=[O:34])[CH:28]=2)[N+:23]=1[CH2:37][CH2:38][CH2:39][S:40]([O-:43])(=[O:42])=[O:41].[Na+:44].[Br-].[Br:46]/[C:47](=[CH:56]\NC1C=CC=CC=1)/[CH:48]=[NH+]/C1C=CC=CC=1.C(OC(=O)C)(=O)C>C(OCC)C.N1C=CC=CC=1>[Br:46]/[C:47](/[CH:56]=[CH:20]/[C:16]1[C:17]([CH3:19])([CH3:18])[C:4]2[C:5]([N:15]=1)=[N+:6]([CH2:8][CH2:9][CH2:10][S:11]([O-:14])(=[O:13])=[O:12])[CH:7]=[C:2]([Cl:1])[CH:3]=2)=[CH:48]\[CH:21]=[C:22]1\[N:23]([CH2:37][CH2:38][CH2:39][S:40]([O-:43])(=[O:42])=[O:41])[C:24]2[C:29]([C:30]\1([CH3:31])[CH3:32])=[CH:28][C:27]([S:33]([O-:36])(=[O:35])=[O:34])=[CH:26][CH:25]=2.[Na+:44].[Na+:44] |f:1.2,3.4,8.9.10|. Reported procedure: A 100-mL round-bottom flask fitted with a reflux condenser was charged with 3-(5-chloro-2,3,3-trimethyl-3H-pyrrolo[2,3-b]pyridin-7-ium-7-yl)propane-1-sulfonate (55, 500 mg), sodium 2,3,3-trimethyl-1-(3-sulfonatopropyl)-3H-indolium-5-sulfonate (4, 500 mg), (E)-N—((Z)-2-bromo-3-(phenylamino)allylidene)benzenaminium bromide (8, 100 mg), pyridine (1 mL), and acetic anhydride (10 mL) were added to the flask. The mixture was heated at 115° C. for 2 h, allowed to cool to room temperature, and diluted w... Reactants: C[Si](C)(C)[N-][Si](C)(C)C.[Li+] (Lithium bis(trimethylsilyl)amide), CN1CCNCC1 (N-methylpiperazine), BrC=1C=CC(=C(C1)NC(C)=O)OC(F)(F)F (N-(5-bromo-2-trifluoromethoxy-phenyl)-acetamide). The reagents and catalysts are C=1C=CC(=CC1)/C=C/C(=O)/C=C/C2=CC=CC=C2.C=1C=CC(=CC1)/C=C/C(=O)/C=C/C2=CC=CC=C2.C=1C=CC(=CC1)/C=C/C(=O)/C=C/C2=CC=CC=C2.[Pd].[Pd] (Pd2(dba)3), C1(CCCCC1)P(C1=C(C=CC=C1)C1=C(C=CC=C1)N(C)C)C1CCCCC1 (2-dicyclohexylphosphino-2′-(N,N-dimethylamino)-biphenyl). Product: FC(OC1=C(C=C(C=C1)N1CCN(CC1)C)NC(C)=O)(F)F (N-[2-trifluoromethoxy-5-(4-methyl-piperazin-1-yl)-phenyl]-acetamide). Isolated yield 88.6%. Reaction SMILES: Br[C:2]1[CH:3]=[CH:4][C:5]([O:12][C:13]([F:16])([F:15])[F:14])=[C:6]([NH:8][C:9](=[O:11])[CH3:10])[CH:7]=1.C[Si]([N-][Si](C)(C)C)(C)C.[Li+].[CH3:27][N:28]1[CH2:33][CH2:32][NH:31][CH2:30][CH2:29]1>C1C=CC(/C=C/C(/C=C/C2C=CC=CC=2)=O)=CC=1.C1C=CC(/C=C/C(/C=C/C2C=CC=CC=2)=O)=CC=1.C1C=CC(/C=C/C(/C=C/C2C=CC=CC=2)=O)=CC=1.[Pd].[Pd].C1(P(C2CCCCC2)C2C=CC=CC=2C2C=CC=CC=2N(C)C)CCCCC1>[F:14][C:13]([F:16])([F:15])[O:12][C:5]1[CH:4]=[CH:3][C:2]([N:31]2[CH2:32][CH2:33][N:28]([CH3:27])[CH2:29][CH2:30]2)=[CH:7][C:6]=1[NH:8][C:9](=[O:11])[CH3:10] |f:1.2,4.5.6.7.8|. Reported procedure: Pd2(dba)3 (157 mg, 0.17 mmol), 2-dicyclohexylphosphino-2′-(N,N-dimethylamino)-biphenyl (134.7 mg, 0.34 mmol), N-(5-bromo-2-trifluoromethoxy-phenyl)-acetamide (5.05 g, 17 mmol)) were charged in a round-bottom flask flushed with argon. The flask was evacuated and backfilled with argon. Lithium bis(trimethylsilyl)amide solution (1M in THF, 37.6 mL) and N-methylpiperazine (2.3 mL, 20.5 mmol) were added and the reaction mixture refluxed for 3 h. The reaction mixture was then allowed to cool to room t... Starting materials: C(CC(O)(C(=O)O)CC(=O)O)(=O)O (citric acid), [OH-].[Li+] (Lithium hydroxide), solution, OC(CCCCC)C1=CC=C(C=C1)N(C(C)=O)CC#CCCCC(=O)OC (Methyl 7-(N-(4-(1-hydroxyhexyl)phenyl)acetamido)hept-5-ynoate). Solvent: O (H2O), C1CCOC1 (THF). Conditions: time 16 hour. Product: OC(CCCCC)C1=CC=C(C=C1)N(C(C)=O)CC#CCCCC(=O)O (7-(N-(4-(1-hydroxyhexyl)phenyl)acetamido)hept-5-ynoic acid). Isolated yield 76.3%. As a reaction SMILES: [OH-].[Li+].[OH:3][CH:4]([C:10]1[CH:15]=[CH:14][C:13]([N:16]([CH2:20][C:21]#[C:22][CH2:23][CH2:24][CH2:25][C:26]([O:28]C)=[O:27])[C:17](=[O:19])[CH3:18])=[CH:12][CH:11]=1)[CH2:5][CH2:6][CH2:7][CH2:8][CH3:9].C(O)(=O)CC(CC(O)=O)(C(O)=O)O>O.C1COCC1>[OH:3][CH:4]([C:10]1[CH:11]=[CH:12][C:13]([N:16]([CH2:20][C:21]#[C:22][CH2:23][CH2:24][CH2:25][C:26]([OH:28])=[O:27])[C:17](=[O:19])[CH3:18])=[CH:14][CH:15]=1)[CH2:5][CH2:6][CH2:7][CH2:8][CH3:9] |f:0.1|. Procedure details: Lithium hydroxide (0.3 mL of a 0.5N solution in H2O, 0.14 mmol) was added to a solution of the ester 105 (23 mg, 0.062 mmol) in THF (0.3 mL) at 23° C. After stirring for 16 h the reaction was acidified with 10% citric acid and extracted with EtOAc. The organic portion was washed with brine twice and then dried (MgSO4), filtered and concentrated in vacuo. The residue was purified by FCC (silica gel, 9:1 CH2Cl2/MeOH) to afford 17 mg (77%) of the acid 106. Starting materials: CCC1CN(Cc2ccc(OC)cc2)S(=O)O1, CC#N, ClC(Cl)(Cl)Cl, [O-][I+3]([O-])([O-])[O-], [Na+], O, Cl[Ru](Cl)Cl. Yields the product CCC1CN(Cc2ccc(OC)cc2)S(=O)(=O)O1. RXN SMILES: [CH2:1]([CH3:2])[CH:3]1[CH2:4][N:5]([CH2:9][c:10]2[cH:11][cH:12][c:13]([O:16][CH3:17])[cH:14][cH:15]2)[S:6](=[O:8])[O:7]1.[CH3:29][C:30]#[N:31].[Cl:24][C:25]([Cl:26])([Cl:27])[Cl:28].[I+3:18]([O-:19])([O-:20])([O-:21])[O-:22].[Na+:23].[OH2:36].[Ru:32]([Cl:33])([Cl:34])[Cl:35]>>[CH2:1]([CH3:2])[CH:3]1[CH2:4][N:5]([CH2:9][c:10]2[cH:11][cH:12][c:13]([O:16][CH3:17])[cH:14][cH:15]2)[S:6](=[O:8])(=[O:19])[O:7]1. Reactants: ClCC1=NN=C2N1N=C(C=C2)C2=CC(=CC=C2)C(F)(F)F (3-(chloromethyl)-6-[3-(trifluoromethyl)phenyl]-1,2,4-triazolo[4,3-b]pyridazine), C[O-].[Na+] (sodium methoxide). The solvent is C(C)O (ethanol). Product: COCC1=NN=C2N1N=C(C=C2)C2=CC(=CC=C2)C(F)(F)F (3-(Methoxymethyl)-6-[3-(trifluoromethyl)phenyl]-1,2,4-triazolo[4,3-b]pyridazine). RXN SMILES: Cl[CH2:2][C:3]1[N:7]2[N:8]=[C:9]([C:12]3[CH:17]=[CH:16][CH:15]=[C:14]([C:18]([F:21])([F:20])[F:19])[CH:13]=3)[CH:10]=[CH:11][C:6]2=[N:5][N:4]=1.[CH3:22][O-:23].[Na+]>C(O)C>[CH3:22][O:23][CH2:2][C:3]1[N:7]2[N:8]=[C:9]([C:12]3[CH:17]=[CH:16][CH:15]=[C:14]([C:18]([F:21])([F:20])[F:19])[CH:13]=3)[CH:10]=[CH:11][C:6]2=[N:5][N:4]=1 |f:1.2|. Procedure: A mixture of 2.1 g. of 3-(chloromethyl)-6-[3-(trifluoromethyl)phenyl]-1,2,4-triazolo[4,3-b]pyridazine and 0.40 g. of sodium methoxide in 50 ml. of ethanol is refluxed for 24 hours. The solvent is removed under reduced pressure and the residue is dissolved in dichloromethane. The solution is filtered through a column of hydrous magnesium silicate. The eluent is concentrated and hexane added to give 1.4 g. of the product of the Example as crystals, m.p. 149°-150° C. Recrystallization from dichloro... Reactants: OC(=O)C(F)(F)F.N1CC(C1)C1=CC2=C(C=3N=C(SC3CCO2)C=2N(N=CN2)C(C)C)C=C1 (8-azetidin-3-yl-2-(2-isopropyl-2H-[1,2,4]triazol-3-yl)-4,5-dihydro-6-oxa-3-thia-1-aza-benzo[e]azulene TFA salt), C(=O)(C(F)(F)F)O.C(Cl)Cl (TFA DCM). Yields the product OC(=O)C(F)(F)F.C(C)(C)N1N=CN=C1C=1SC=2CCOC3=C(C2N1)C=CC(=C3)C3CN(C3)CC(=O)O ({3-[2-(2-Isopropyl-2H-[1,2,4]triazol-3-yl)-4,5-dihydro-6-oxa-3-thia-1-aza-benzo[e]azulen-8-yl]-azetidin-1-yl}-acetic acid TFA salt), solid. Yield: 90.0%. Reaction SMILES: [OH:1][C:2]([C:4]([F:7])([F:6])[F:5])=[O:3].[NH:8]1[CH2:11][CH:10]([C:12]2[CH:33]=[CH:32][C:15]3[C:16]4[N:17]=[C:18]([C:24]5[N:25]([CH:29]([CH3:31])[CH3:30])[N:26]=[CH:27][N:28]=5)[S:19][C:20]=4[CH2:21][CH2:22][O:23][C:14]=3[CH:13]=2)[CH2:9]1.[C:34]([OH:40])([C:36](F)(F)F)=[O:35].C(Cl)Cl>>[OH:3][C:2]([C:4]([F:7])([F:6])[F:5])=[O:1].[CH:29]([N:25]1[C:24]([C:18]2[S:19][C:20]3[CH2:21][CH2:22][O:23][C:14]4[CH:13]=[C:12]([CH:10]5[CH2:11][N:8]([CH2:36][C:34]([OH:40])=[O:35])[CH2:9]5)[CH:33]=[CH:32][C:15]=4[C:16]=3[N:17]=2)=[N:28][CH:27]=[N:26]1)([CH3:31])[CH3:30] |f:0.1,2.3,4.5|. Reported procedure: Following a similar procedure to 8-azetidin-3-yl-2-(2-isopropyl-2H-[1,2,4]triazol-3-yl)-4,5-dihydro-6-oxa-3-thia-1-aza-benzo[e]azulene TFA salt 235 using {3-[2-(2-isopropyl-2H-[1,2,4]triazol-3-yl)-4,5-dihydro-6-oxa-3-thia-1-aza-benzo[e]azulen-8-yl]-azetidin-1-yl}-acetic acid tert-butyl ester and TFA:DCM (1:2), {3-[2-(2-Isopropyl-2H-[1,2,4]triazol-3-yl)-4,5-dihydro-6-oxa-3-thia-1-aza-benzo[e]azulen-8-yl]-azetidin-1-yl}-acetic acid TFA salt was isolated as a white solid (75 mg, 90%). 1H NMR δ (ppm...